Dataset: the Open Reaction Database (ORD), a public repository of structured organic reaction records. Task: describe an organic reaction: reactants, conditions, products, and yield The reactants are FC(C=1C=CC(=C(C1)B(O)O)OCC1=CC=CC=C1)(F)F ([5-trifluoromethyl-2-(benzyloxy)phenyl]boronic acid), C(C)OC(C1=CC(=CC(=C1)C)C1=C(CCC1)Br)=O (3-(2-bromocyclopent-1-enyl)-5-methylbenzoic acid ethyl ester). The product is C(C)OC(C1=CC(=CC(=C1)C)C1=C(CCC1)C1=C(C=CC(=C1)C(F)(F)F)OCC1=CC=CC=C1)=O (3-{2-[5-Trifluoromethyl-2-(benzyloxy)phenyl]cyclopent-1-enyl}-5-methylbenzoic acid ethyl ester). RXN SMILES: [F:1][C:2]([F:21])([F:20])[C:3]1[CH:4]=[CH:5][C:6]([O:12][CH2:13][C:14]2[CH:19]=[CH:18][CH:17]=[CH:16][CH:15]=2)=[C:7](B(O)O)[CH:8]=1.[CH2:22]([O:24][C:25](=[O:39])[C:26]1[CH:31]=[C:30]([CH3:32])[CH:29]=[C:28]([C:33]2[CH2:37][CH2:36][CH2:35][C:34]=2Br)[CH:27]=1)[CH3:23]>>[CH2:22]([O:24][C:25](=[O:39])[C:26]1[CH:31]=[C:30]([CH3:32])[CH:29]=[C:28]([C:33]2[CH2:37][CH2:36][CH2:35][C:34]=2[C:7]2[CH:8]=[C:3]([C:2]([F:21])([F:20])[F:1])[CH:4]=[CH:5][C:6]=2[O:12][CH2:13][C:14]2[CH:19]=[CH:18][CH:17]=[CH:16][CH:15]=2)[CH:27]=1)[CH3:23]. Reported procedure: Prepared by general procedure B(iii) but using [5-trifluoromethyl-2-(benzyloxy)phenyl]boronic acid instead of (5-chloro-2-benzyloxyphenyl)boronic acid and 3-(2-bromocyclopent-1-enyl)-5-methylbenzoic acid ethyl ester instead of 3-(2-bromocyclopent-1-enyl)-6-methylbenzoic acid ethyl ester. Reactants: O=C([O-])O, ClCCl, O=C(OC(=O)C(F)(F)F)C(F)(F)F, [Na+], NC(=O)CCc1nccc2c1CCO2, c1ccncc1. Product: N#CCCc1nccc2c1CCO2. Reaction SMILES: [C:37](=[O:38])([O-:39])[OH:40].[Cl:34][CH2:35][Cl:36].[F:21][C:22]([F:23])([F:24])[C:25]([O:26][C:27](=[O:28])[C:29]([F:30])([F:31])[F:32])=[O:33].[Na+:41].[O:1]1[CH2:2][CH2:3][c:4]2[c:5]([CH2:10][CH2:11][C:12](=[O:13])[NH2:14])[n:6][cH:7][cH:8][c:9]21.[cH:15]1[cH:16][cH:17][n:18][cH:19][cH:20]1>>[O:1]1[CH2:2][CH2:3][c:4]2[c:5]([CH2:10][CH2:11][C:12]#[N:14])[n:6][cH:7][cH:8][c:9]21.